Dataset: the Open Reaction Database (ORD), a public repository of structured organic reaction records. Task: describe an organic reaction: reactants, conditions, products, and yield Reactants: N([C@@H](C)C(=O)O)C(=O)OCC1=CC=CC=C1 (Z-Ala-OH), N([C@@H](CC1=CC=CC=C1)C(=O)O)C(=O)OCC1=CC=CC=C1 (Z-Phe-OH), N([C@@H](CCSC)C(=O)O)C(=O)OCC1=CC=CC=C1 (Z-Met-OH), N([C@@H](C(C)C)C(=O)O)C(=O)OCC1=CC=CC=C1 (Z-Val-OH), N([C@@H](CC(C)C)C(=O)O)C(=O)OCC1=CC=CC=C1 (Z-Leu-OH), N([C@@H](CCCC)C(=O)O)C(=O)OCC1=CC=CC=C1 (Z-norLeu-OH). Yields the product N[C@@H](C(C)C)C(=O)N1[C@H](C(=O)OC)CCC1 (H-Val-Pro-OMe). Reaction SMILES: N(C(OCC1C=CC=CC=1)=O)[C@H:2](C(O)=O)C.[NH:17](C(OCC1C=CC=CC=1)=O)[C@H:18](C(O)=O)[CH:19]([CH3:21])[CH3:20].[NH:35]([C:44]([O:46]CC1C=CC=CC=1)=O)[C@H:36]([C:41]([OH:43])=[O:42])[CH2:37][CH:38]([CH3:40])C.N(C(OCC1C=CC=CC=1)=O)[C@H](C(O)=O)CC1C=CC=CC=1.N(C(OCC1C=CC=CC=1)=O)[C@H](C(O)=O)CCSC.N(C(OCC1C=CC=CC=1)=O)[C@H](C(O)=O)CCCC>>[NH2:17][C@H:18]([C:44]([N:35]1[CH2:40][CH2:38][CH2:37][C@H:36]1[C:41]([O:43][CH3:2])=[O:42])=[O:46])[CH:19]([CH3:21])[CH3:20]. Procedure: Instead of Z-Ala-OH, (a) Z-Val-OH, (b) Z-Leu-OH, (c) Z-Phe-OH, (d) Z-Met-OH and (e) Z-norLeu-OH were used as starting compounds to obtain (a') H-Val-Pro-OMe, (b') H-Leu-Pro-OH, (c') H-Phe-Pro-OH, (d') H-Met-Pro-OMe and (e') H-norLeu-Pro-OMe as oils, respectively. Starting materials: O1CCC(CC1)=CC(=O)C (1-tetrahydro-4H-pyran-4-ylideneacetone). Solvent: C(C)(=O)OCC (ethyl acetate). Yields the product O1CCC(CC1)CC(=O)C (1-tetrahydro-2H-pyran-4-ylacetone). The yield is 93.8%. RXN SMILES: [O:1]1[CH2:6][CH2:5][C:4](=[CH:7][C:8]([CH3:10])=[O:9])[CH2:3][CH2:2]1>C(OCC)(=O)C>[O:1]1[CH2:6][CH2:5][CH:4]([CH2:7][C:8]([CH3:10])=[O:9])[CH2:3][CH2:2]1. Procedure: A solution of 1-tetrahydro-4H-pyran-4-ylideneacetone (4.0 g, 28.5 mmol) in ethyl acetate was added to a Parr vessel. The vessel was purged with nitrogen, and 10% palladium on carbon (400 mg) was added. The vessel was shaken under hydrogen pressure (50 psi, 3.4×105 Pa) for approximately ten minutes, and the reaction mixture was filtered through a layer of CELITE filter agent. The filter cake was washed with ethyl acetate. The filtrate was concentrated under reduced pressure, and the residue was d... Starting materials: O=C([O-])[O-], O=C([O-])[O-], CCOC(C)=O, CN(C)C=O, BrCC1CCCCC1, [Cl-], [Cs+], [Cs+], [K+], [K+], [Na+], N#CCc1ccc(O)cc1. Yields the product N#CCc1ccc(OCC2CCCCC2)cc1. As a reaction SMILES: [C:1](=[O:2])([O-:3])[O-:4].[C:7](=[O:8])([O-:9])[O-:10].[CH3:33][CH2:34][O:35][C:36](=[O:37])[CH3:38].[CH3:39][N:40]([CH3:41])[CH:42]=[O:43].[CH:23]1([CH2:29][Br:30])[CH2:24][CH2:25][CH2:26][CH2:27][CH2:28]1.[Cl-:31].[Cs+:11].[Cs+:12].[K+:5].[K+:6].[Na+:32].[OH:13][c:14]1[cH:15][cH:16][c:17]([CH2:20][C:21]#[N:22])[cH:18][cH:19]1>>[O:13]([c:14]1[cH:15][cH:16][c:17]([CH2:20][C:21]#[N:22])[cH:18][cH:19]1)[CH2:29][CH:23]1[CH2:24][CH2:25][CH2:26][CH2:27][CH2:28]1. Reactants: alkyne, C(CC)NC1(CC1)C1=CC=C(C=C1)C#C[Si](C)(C)C (propyl-[1-(4-trimethylsilanylethynyl-phenyl)-cyclopropyl]-amine), C(CC)NC1(CC1)C1=CC=C(C=C1)C#C[Si](C)(C)C (propyl-[1-(4-trimethylsilanylethynyl-phenyl)-cyclopropyl]-amine), C([O-])([O-])=O.[K+].[K+] (potassium carbonate). Solvent: CO (methanol). Conditions: time 8 hour. The product is C(#C)C1=CC=C(C=C1)C1(CC1)NCCC ([1-(4-Ethynylphenyl)-cyclopropyl]-propylamine). RXN SMILES: [CH2:1]([NH:4][C:5]1([C:8]2[CH:13]=[CH:12][C:11]([C:14]#[C:15][Si](C)(C)C)=[CH:10][CH:9]=2)[CH2:7][CH2:6]1)[CH2:2][CH3:3].C(=O)([O-])[O-].[K+].[K+]>CO>[C:14]([C:11]1[CH:12]=[CH:13][C:8]([C:5]2([NH:4][CH2:1][CH2:2][CH3:3])[CH2:6][CH2:7]2)=[CH:9][CH:10]=1)#[CH:15] |f:1.2.3|. Procedure details: Using General Procedure E; propyl-[1-(4-trimethylsilanylethynyl-phenyl)-cyclopropyl]-amine (Intermediate 119, 80.0 mg, 30.0 mmols) in methanol (8 mL) was treated with potassium carbonate (80.0 mg, 0.59 mmol) and stirred overnight at ambient temperature. The crude alkyne (58 mg, 100%) was used directly in the next reaction. The reagents and catalysts are [N+](=O)([O-])[O-].[Ag+] (Silver nitrate). Starting materials: S(O)(O)(=O)=O (sulphuric acid), ClC=1N=NC(=CC1)Cl (3,6-dichloropyridazine), S(=O)(=O)([O-])OOS(=O)(=O)[O-].[NH4+].[NH4+] (ammonium persulphate), ice water, CC1(CCCCC1)C(=O)O (1-methylcyclohexane carboxylic acid), N (ammonia). Product: ClC=1N=NC(=CC1C1(CCCCC1)C)Cl (3.6-Dichloro-4-(1-methylcyclohexyl)pyridazine). Run in O (water), O (water), O (water). Reported procedure: Concentrated sulphuric acid (10.7 ml, 0.2 mol) was added to a solution of 3,6-dichloropyridazine (10 g, 67 mmol) in water (250 ml). This mixture was heated to 70° C. before addition of 1-methylcyclohexane carboxylic acid (9.67 g, 68 mmol). Silver nitrate (2.3 g, 13.5 mmol) in water (5 ml) was then added over one minute followed by ammonium persulphate (45.6 g, 0.2 mol) in water (95 ml) added over 20 minutes. Upon complete addition, the reaction was stirred for an additional 5 minutes and then al... As a reaction SMILES: S(=O)(=O)(O)O.[Cl:6][C:7]1[N:8]=[N:9][C:10]([Cl:13])=[CH:11][CH:12]=1.[CH3:14][C:15]1(C(O)=O)[CH2:20][CH2:19][CH2:18][CH2:17][CH2:16]1.S(OOS([O-])(=O)=O)([O-])(=O)=O.[NH4+].[NH4+].N>O.[N+]([O-])([O-])=O.[Ag+]>[Cl:6][C:7]1[N:8]=[N:9][C:10]([Cl:13])=[CH:11][C:12]=1[C:15]1([CH3:14])[CH2:20][CH2:19][CH2:18][CH2:17][CH2:16]1 |f:3.4.5,8.9|. Run at time 5 minute.